From a dataset of the Open Reaction Database (ORD), a public repository of structured organic reaction records. describe an organic reaction: reactants, conditions, products, and yield Starting materials: C(C1=CC=CC=C1)N1C(COC(C(C1)CO[Si](C)(C)C(C)(C)C)C1=CC(=C(C=C1)F)Cl)=O ((6RS,7SR)-4-benzyl-6-({[tert-butyl(dimethyl)silyl]oxy}methyl)-7-(3-chloro-4-fluorophenyl)-1,4-oxazepan-3-one), [Cl-].[Al+3].[Cl-].[Cl-] (aluminum(III) chloride), [H-].[Al+3].[Li+].[H-].[H-].[H-] (lithium aluminum hydride), [OH-].[Na+] (sodium hydroxide). Solvent: C1CCOC1 (THF), C(C)OCC (diethyl ether), C1CCOC1 (THF). Reaction conditions: time 30 minute. The product is C(C1=CC=CC=C1)N1CCOC(C(C1)CO[Si](C)(C)C(C)(C)C)C1=CC(=C(C=C1)F)Cl ((6RS,7SR)-4-benzyl-6-({[tert-butyl(dimethyl)silyl]oxy}methyl)-7-(3-chloro-4-fluorophenyl)-1,4-oxazepane). Isolated yield 63.8%. As a reaction SMILES: [Cl-].[Al+3].[Cl-].[Cl-].[H-].[Al+3].[Li+].[H-].[H-].[H-].[CH2:11]([N:18]1[CH2:24][CH:23]([CH2:25][O:26][Si:27]([C:30]([CH3:33])([CH3:32])[CH3:31])([CH3:29])[CH3:28])[CH:22]([C:34]2[CH:39]=[CH:38][C:37]([F:40])=[C:36]([Cl:41])[CH:35]=2)[O:21][CH2:20][C:19]1=O)[C:12]1[CH:17]=[CH:16][CH:15]=[CH:14][CH:13]=1.[OH-].[Na+]>C(OCC)C.C1COCC1>[CH2:11]([N:18]1[CH2:24][CH:23]([CH2:25][O:26][Si:27]([C:30]([CH3:33])([CH3:32])[CH3:31])([CH3:29])[CH3:28])[CH:22]([C:34]2[CH:39]=[CH:38][C:37]([F:40])=[C:36]([Cl:41])[CH:35]=2)[O:21][CH2:20][CH2:19]1)[C:12]1[CH:13]=[CH:14][CH:15]=[CH:16][CH:17]=1 |f:0.1.2.3,4.5.6.7.8.9,11.12|. Procedure details: To a solution of aluminum(III) chloride (1.12 g) in diethyl ether (85 mL)-THF (40 mL) was added, under a nitrogen stream, lithium aluminum hydride (960 mg) under ice-cooling, and the mixture was stirred at room temperature for 30 min. The reaction mixture was cooled to 0° C., a solution of (6RS,7SR)-4-benzyl-6-({[tert-butyl(dimethyl)silyl]oxy}methyl)-7-(3-chloro-4-fluorophenyl)-1,4-oxazepan-3-one (6.72 g) in THF (60 mL) was added dropwise, and the mixture was stirred at 0° C. for 2 hr. To the re... The reactants are ClC1=C(C=CC=C1)S(=O)(=O)Cl (2-Chlorobenzenesulphonyl chloride), N (ammonia). Conditions: temperature 70 celsius. Yields the product ClC1=C(C=CC=C1)S(=O)(=O)N (2-chlorobenzenesulphonamide). RXN SMILES: [Cl:1][C:2]1[CH:7]=[CH:6][CH:5]=[CH:4][C:3]=1[S:8](Cl)(=[O:10])=[O:9].[NH3:12]>>[Cl:1][C:2]1[CH:7]=[CH:6][CH:5]=[CH:4][C:3]=1[S:8]([NH2:12])(=[O:10])=[O:9]. Reported procedure: 2-Chlorobenzenesulphonyl chloride (58 g) in either (60 ml) was added dropwise with stirring to concentrated ammonia solution (575 ml). When addition was complete, the mixture was stirred and heated at 70° C. for 1 hour. The mixture was then cooled and the solid filtered off, washed with water, and dried to give the required 2-chlorobenzenesulphonamide (39 g) with a melting point of 186° C. Reactants: O=C(NC1CCN(CC2CCCN3CCCCC23)CC1)c1cc2c(OCc3coc4ccc(Cl)cc34)cccc2[nH]1, Cl, Cl, Cl, Cl, Cl, NC1CCN(CCN2CCCCCC2)CC1. Product: O=C(NC1CCN(CCN2CCCCCC2)CC1)c1cc2c(OCc3coc4ccc(Cl)cc34)cccc2[nH]1. RXN SMILES: [CH:3]1([CH2:13][N:14]2[CH2:15][CH2:16][CH:17]([NH:20][C:21](=[O:22])[c:23]3[nH:24][c:25]4[cH:26][cH:27][cH:28][c:29]([O:32][CH2:33][c:34]5[cH:35][o:36][c:37]6[c:38]5[cH:39][c:40]([Cl:43])[cH:41][cH:42]6)[c:30]4[cH:31]3)[CH2:18][CH2:19]2)[CH:4]2[N:5]([CH2:6][CH2:7][CH2:8][CH2:9]2)[CH2:10][CH2:11][CH2:12]1.[ClH:1].[ClH:2].[ClH:44].[ClH:45].[ClH:46].[N:47]1([CH2:54][CH2:55][N:56]2[CH2:57][CH2:58][CH:59]([NH2:60])[CH2:61][CH2:62]2)[CH2:48][CH2:49][CH2:50][CH2:51][CH2:52][CH2:53]1>>[CH2:13]([N:14]1[CH2:15][CH2:16][CH:17]([NH:20][C:21](=[O:22])[c:23]2[nH:24][c:25]3[cH:26][cH:27][cH:28][c:29]([O:32][CH2:33][c:34]4[cH:35][o:36][c:37]5[c:38]4[cH:39][c:40]([Cl:43])[cH:41][cH:42]5)[c:30]3[cH:31]2)[CH2:18][CH2:19]1)[CH2:54][N:47]1[CH2:48][CH2:49][CH2:50][CH2:51][CH2:52][CH2:53]1.